This data is from the Open Reaction Database (ORD), a public repository of structured organic reaction records. The task is: describe an organic reaction: reactants, conditions, products, and yield The reactants are [Al+3], CCOC(=O)c1c(C)cccc1OC, CCOCC, [H-], [H-], [H-], [H-], [Li+], [Na+], [OH-], O. Yields the product COc1cccc(C)c1CO. Reaction SMILES: [Al+3:16].[CH3:1][O:2][c:3]1[c:4]([C:5](=[O:6])[O:7][CH2:8][CH3:9])[c:10]([CH3:14])[cH:11][cH:12][cH:13]1.[CH3:24][CH2:25][O:26][CH2:27][CH3:28].[H-:15].[H-:18].[H-:19].[H-:20].[Li+:17].[Na+:23].[OH-:22].[OH2:21]>>[CH3:1][O:2][c:3]1[c:4]([CH2:5][OH:6])[c:10]([CH3:14])[cH:11][cH:12][cH:13]1. Starting materials: O=C1C=CCC1, CO, COc1ccc(-c2cnc(Cl)c(C=O)c2)cc1, O, c1c[nH]cn1. Product: COc1ccc(-c2cnc(Cl)c(C(O)C3=CCCC3=O)c2)cc1. Reaction SMILES: [C:23]1(=[O:28])[CH:24]=[CH:25][CH2:26][CH2:27]1.[CH3:29][OH:30].[Cl:1][c:2]1[c:3]([CH:4]=[O:5])[cH:6][c:7](-[c:10]2[cH:11][cH:12][c:13]([O:16][CH3:17])[cH:14][cH:15]2)[cH:8][n:9]1.[OH2:31].[nH:18]1[cH:19][cH:20][n:21][cH:22]1>>[Cl:1][c:2]1[c:3]([CH:4]([OH:5])[C:24]2=[CH:25][CH2:26][CH2:27][C:23]2=[O:28])[cH:6][c:7](-[c:10]2[cH:11][cH:12][c:13]([O:16][CH3:17])[cH:14][cH:15]2)[cH:8][n:9]1. Reactants: ClC=1C=C(OC2=C(C(=O)NCC(C3=CC=CC=C3)O)C=CC=N2)C=CC1 (2-(3-Chloro-phenoxy)-N-(2-hydroxy-2-phenyl-ethyl)-nicotinamide), O(Cl)Cl (oxychloride). The solvent is C1(=CC=CC=C1)C (toluene). Reaction conditions: time 2 hour. The product is ClC=1C=C(OC2=NC=CC=C2C=2OC(CN2)C2=CC=CC=C2)C=CC1 (2-(3-Chloro-phenoxy)-3-(5-phenyl 4,5-dihydro-oxazol-2-yl)-pyridine). Yield: 33.5%. Reaction SMILES: [Cl:1][C:2]1[CH:3]=[C:4]([CH:24]=[CH:25][CH:26]=1)[O:5][C:6]1[N:23]=[CH:22][CH:21]=[CH:20][C:7]=1[C:8]([NH:10][CH2:11][CH:12]([OH:19])[C:13]1[CH:18]=[CH:17][CH:16]=[CH:15][CH:14]=1)=O.O(Cl)Cl>C1(C)C=CC=CC=1>[Cl:1][C:2]1[CH:3]=[C:4]([CH:24]=[CH:25][CH:26]=1)[O:5][C:6]1[C:7]([C:8]2[O:19][CH:12]([C:13]3[CH:18]=[CH:17][CH:16]=[CH:15][CH:14]=3)[CH2:11][N:10]=2)=[CH:20][CH:21]=[CH:22][N:23]=1. Procedure details: A solution of 2-(3-Chloro-phenoxy)-N-(2-hydroxy-2-phenyl-ethyl)-nicotinamide (0.320 grams, 0.868 mmole) and phosprorus oxychloride (0.7 ml) in toluene (10 ml) was stirred over night. The mixture was concentrated to dryness and dissolved in methanol (10 ml) and potassium carbonate was added. The mixture was stirred for 2 hours at room temperature and refluxed for 30 minutes. The methanol was evaporated, and the residue taken up in ethyl acetate. It was washed with water and brine, dried over Na2S... Procedure: Prepared from 4-(2,3-dimethyl-1-oxa-9-thia-cyclopenta[b]fluoren-4-yl)-2,6-diiodo-phenol and (S)-2-hydroxy-3-phenylpropionic acid, methyl ester according to the procedure in Example 8 to provide the title compound as a white solid: mp 215-217: NMR (DMSO-d6): δ 8.17 (s, 1H), 7.94 (d, J=8 Hz, 1H), 7.85 (d, J=4 Hz, 2H), 7.39-7.30 (m, 5H), 7.22 (dd, J=7 Hz, 1H), 7.16 (dd, J=7, 1 Hz, 1H), 6.87 (d, J=8 Hz, 1H), 5.41 (s, 1H), 3.43 (dd, J=6, 1 Hz, 2H), 2.36 (s, 3H), 1.56 (s, 3H); MS (+FAB): [M+H]+, 745; ... Yields the product CC1=C(C=2C(=CC=3SC4=CC=CC=C4C3C2C2=CC(=C(O[C@@H](C(=O)O)CC3=CC=CC=C3)C(=C2)I)I)O1)C ((R)-2-[4-(2,3-Dimethyl-1-oxa-9-thia-cyclopenta[b]fluoren-4-yl)-2,6-diiodo-phenoxy]-3-phenyl-propionic acid). As a reaction SMILES: [CH3:1][C:2]1[O:26][C:5]2=[CH:6][C:7]3[S:8][C:9]4[C:14]([C:15]=3[C:16]([C:17]3[CH:22]=[C:21]([I:23])[C:20]([OH:24])=[C:19]([I:25])[CH:18]=3)=[C:4]2[C:3]=1[CH3:27])=[CH:13][CH:12]=[CH:11][CH:10]=4.O[C@@H:29]([CH2:34][C:35]1[CH:40]=[CH:39][CH:38]=[CH:37][CH:36]=1)[C:30]([O:32]C)=[O:31]>>[CH3:1][C:2]1[O:26][C:5]2=[CH:6][C:7]3[S:8][C:9]4[C:14]([C:15]=3[C:16]([C:17]3[CH:18]=[C:19]([I:25])[C:20]([O:24][C@H:29]([CH2:34][C:35]5[CH:40]=[CH:39][CH:38]=[CH:37][CH:36]=5)[C:30]([OH:32])=[O:31])=[C:21]([I:23])[CH:22]=3)=[C:4]2[C:3]=1[CH3:27])=[CH:13][CH:12]=[CH:11][CH:10]=4. Reactants: CC1=C(C=2C(=CC=3SC4=CC=CC=C4C3C2C2=CC(=C(C(=C2)I)O)I)O1)C (4-(2,3-dimethyl-1-oxa-9-thia-cyclopenta[b]fluoren-4-yl)-2,6-diiodo-phenol), O[C@H](C(=O)OC)CC1=CC=CC=C1 ((S)-2-hydroxy-3-phenylpropionic acid, methyl ester).